From a dataset of the Open Reaction Database (ORD), a public repository of structured organic reaction records. describe an organic reaction: reactants, conditions, products, and yield Starting materials: C(C)(C)(C)OC(=O)N[C@H](C(=O)OC)CS(=O)(=O)CC1=NC=CN=C1 (Methyl 2(R)-tert-butoxycarbonylamino-3-(pyrazin-2-ylmethanesulfonyl)propionate), Cl.O1CCOCC1 (HCl dioxane). Solvent: C1CCOC1 (THF). Reaction conditions: time 48 hour. Yields the product N[C@H](C(=O)OC)CS(=O)(=O)CC1=NC=CN=C1 (methyl 2(R)-amino-3-(pyrazin-2-ylmethanesulfonyl)propionate). Reaction SMILES: C(OC([NH:8][C@@H:9]([CH2:14][S:15]([CH2:18][C:19]1[CH:24]=[N:23][CH:22]=[CH:21][N:20]=1)(=[O:17])=[O:16])[C:10]([O:12][CH3:13])=[O:11])=O)(C)(C)C.Cl.O1CCOCC1>C1COCC1>[NH2:8][C@@H:9]([CH2:14][S:15]([CH2:18][C:19]1[CH:24]=[N:23][CH:22]=[CH:21][N:20]=1)(=[O:16])=[O:17])[C:10]([O:12][CH3:13])=[O:11] |f:1.2|. Reported procedure: Methyl 2(R)-tert-butoxycarbonylamino-3-(pyrazin-2-ylmethanesulfonyl)propionate was dissolved in THF (5 mL) and a solution of HCl/dioxane (4.0 M, 2.9 mL) was added. After stirring for 48 h, the solvent was removed in vacuo and the residue was precipitated with diethyl ether and dried under vacuum to give methyl 2(R)-amino-3-(pyrazin-2-ylmethanesulfonyl)propionate which was converted to the title compounds utilizing the procedure described in Example 4 above. Starting materials: S(=O)([O-])[O-].[Na+].[Na+] (sodium sulfite), CC1=CC=C(CCl)C=C1 (4-methylbenzyl chloride). The solvent is O (water). Product: [Na+].CC1=CC=C(C=C1)CS(=O)(=O)[O-] (4-methylphenylmethanesulfonic acid sodium salt). The yield is 53.1%. RXN SMILES: [S:1]([O-:4])([O-:3])=[O:2].[Na+:5].[Na+].[CH3:7][C:8]1[CH:15]=[CH:14][C:11]([CH2:12]Cl)=[CH:10][CH:9]=1>O>[Na+:5].[CH3:7][C:8]1[CH:15]=[CH:14][C:11]([CH2:12][S:1]([O-:4])(=[O:3])=[O:2])=[CH:10][CH:9]=1 |f:0.1.2,5.6|. Procedure details: To a solution of sodium sulfite (14.3 g, 113 mmol) in water (60 mL) was added 4-methylbenzyl chloride (15.0 mL, 113 mmol). The mixture was stirred under reflux for 12 hours, and cooled to rt. The precipitate was collected by filtration, and washed with water and ether to give 4-methylphenylmethanesulfonic acid sodium salt (12.5 g, 60 mmol, 53%). The reactants are CC(C)(C)OC(=O)Nc1ccc(CCO)cc1, ClCCl, Cc1ccc(S(=O)(=O)Cl)cc1, c1ccncc1. The product is Cc1ccc(S(=O)(=O)OCCc2ccc(NC(=O)OC(C)(C)C)cc2)cc1. Reaction SMILES: [C:1]([CH3:2])([CH3:3])([CH3:4])[O:5][C:6]([NH:7][c:8]1[cH:9][cH:10][c:11]([CH2:14][CH2:15][OH:16])[cH:12][cH:13]1)=[O:17].[Cl:35][CH2:36][Cl:37].[c:24]1([CH3:34])[cH:25][cH:26][c:27]([S:30](=[O:31])(=[O:32])[Cl:33])[cH:28][cH:29]1.[cH:18]1[cH:19][cH:20][n:21][cH:22][cH:23]1>>[C:1]([CH3:2])([CH3:3])([CH3:4])[O:5][C:6]([NH:7][c:8]1[cH:9][cH:10][c:11]([CH2:14][CH2:15][O:16][S:30]([c:27]2[cH:26][cH:25][c:24]([CH3:34])[cH:29][cH:28]2)(=[O:31])=[O:32])[cH:12][cH:13]1)=[O:17]. The product is CC(C#C)(COC1=CC=CC=C1)O[Si](C)(C)C (3-methyl-3-trimethylsilyloxy-4-phenoxy-1-butyne). RXN SMILES: [OH:1][C:2]([CH3:13])([CH2:5][O:6][C:7]1[CH:12]=[CH:11][CH:10]=[CH:9][CH:8]=1)[C:3]#[CH:4].N1C=CN=C1.[CH3:19][Si:20](Cl)([CH3:22])[CH3:21].CCOCC.O>CN(C)C=O>[CH3:13][C:2]([O:1][Si:20]([CH3:22])([CH3:21])[CH3:19])([CH2:5][O:6][C:7]1[CH:12]=[CH:11][CH:10]=[CH:9][CH:8]=1)[C:3]#[CH:4] |f:3.4|. Solvent: CN(C=O)C (dimethylformamide). Conditions: time 1 hour. Reactants: OC(C#C)(COC1=CC=CC=C1)C (3-hydroxy-3-methyl-4-phenoxy-1-butyne), OC(C#C)(COC1=CC=CC=C1)C (3-hydroxy-3-methyl-4-phenoxy-1-butyne), CCOCC.O (ether water), N1C=NC=C1 (imidazole), C[Si](C)(C)Cl (trimethylsilylchloride). Procedure details: The hydroxyl group of this alkyne is protected by dissolving 2 parts of the butyne in 5 parts by volume of dimethylformamide and successively treating the reaction mixture with 2 parts of imidazole and 1.2 parts of trimethylsilylchloride. The reaction mixture is stirred at room temperature for 1 hour and poured into ether/water. The ethereal layer is washed with water and dried over anhydrous sodium sulfate. Isolation by low pressure liquid chromatography on silica gel provides 3-methyl-3-trimet... Starting materials: [Br-], CCCCCC(=O)OCC(C=O)(CC)NC(=O)OC(C)(C)C, CC(C)(C)[O-], [Cl-], [K+], [NH4+], C1CCOC1, c1ccc([P+](Cc2ccco2)(c2ccccc2)c2ccccc2)cc1. Product: CCCCCC(=O)OCC(C=Cc1ccco1)(CC)NC(=O)OC(C)(C)C. RXN SMILES: [Br-:1].[C:33]([CH3:34])([CH3:35])([CH3:36])[O:37][C:38](=[O:39])[NH:40][C:41]([CH:42]=[O:43])([CH2:44][O:45][C:46]([CH2:47][CH2:48][CH2:49][CH2:50][CH3:51])=[O:52])[CH2:53][CH3:54].[CH3:27][C:28]([CH3:29])([O-:30])[CH3:31].[Cl-:55].[K+:32].[NH4+:56].[O:57]1[CH2:58][CH2:59][CH2:60][CH2:61]1.[o:2]1[c:3]([CH2:7][P+:8]([c:9]2[cH:10][cH:11][cH:12][cH:13][cH:14]2)([c:15]2[cH:16][cH:17][cH:18][cH:19][cH:20]2)[c:21]2[cH:22][cH:23][cH:24][cH:25][cH:26]2)[cH:4][cH:5][cH:6]1>>[o:2]1[c:3]([CH:7]=[CH:42][C:41]([NH:40][C:38]([O:37][C:33]([CH3:34])([CH3:35])[CH3:36])=[O:39])([CH2:44][O:45][C:46]([CH2:47][CH2:48][CH2:49][CH2:50][CH3:51])=[O:52])[CH2:53][CH3:54])[cH:4][cH:5][cH:6]1.